This data is from the Open Reaction Database (ORD), a public repository of structured organic reaction records. The task is: describe an organic reaction: reactants, conditions, products, and yield Procedure: To a solution of 3.68 g of 1-bromomethyl-4-ethynylcyclohexane (trans/cis=about 3/1) in 20 mL of N,N-dimethylformamide were added 3.13 g of 3,3,3-trifluoropropylmalononitrile, 3.21 g of potassium iodide and 2.67 g of potassium carbonate, followed by stirring at 70° C. for 5 hours. The reaction mixture was cooled to room temperature and then 50 mL of a 1 N aqueous hydrochloric acid solution was added thereto. The reaction mixture was extracted three times with 30 mL of ethyl acetate. The combined ... As a reaction SMILES: [Br:1][CH2:2][CH:3]1[CH2:8][CH2:7][CH:6]([C:9]#[CH:10])[CH2:5][CH2:4]1.FC(F)(F)CCC(C#N)C#N.[I-].[K+].C(=O)([O-])[O-].[K+].[K+].Cl.C(C(C#N)(CCC(F)(F)F)CC1CCC(C#C)CC1)#N>CN(C)C=O>[Br:1][CH2:2][C@H:3]1[CH2:8][CH2:7][C@@H:6]([C:9]#[CH:10])[CH2:5][CH2:4]1 |f:2.3,4.5.6|. Solvent: CN(C=O)C (N,N-dimethylformamide). The product is BrC[C@@H]1CC[C@@H](CC1)C#C (Cis-1-bromomethyl-4-ethynylcyclohexane). Reactants: C(#N)C(CC1CCC(CC1)C#C)(CCC(F)(F)F)C#N (1-(2,2-dicyano-5,5,5-trifluoropentyl)-4-ethynylcyclohexane), BrCC1CCC(CC1)C#C (1-bromomethyl-4-ethynylcyclohexane), FC(CCC(C#N)C#N)(F)F (3,3,3-trifluoropropylmalononitrile), [I-].[K+] (potassium iodide), C([O-])([O-])=O.[K+].[K+] (potassium carbonate), compound ( 1c ), Cl (hydrochloric acid), compound ( 1 ), compound ( 1t ). Reaction conditions: temperature 70 celsius, time 5 hour. Starting materials: CC(C)N, ClCCl, NC(=O)c1ncc(Cl)cc1Cl. Yields the product CC(C)Nc1cc(Cl)cnc1C(N)=O. RXN SMILES: [CH3:12][CH:13]([CH3:14])[NH2:15].[Cl:16][CH2:17][Cl:18].[Cl:1][c:2]1[c:3]([C:9](=[O:10])[NH2:11])[n:4][cH:5][c:6]([Cl:8])[cH:7]1>>[c:2]1([NH:15][CH:13]([CH3:12])[CH3:14])[c:3]([C:9](=[O:10])[NH2:11])[n:4][cH:5][c:6]([Cl:8])[cH:7]1. Starting materials: C1CCOC1, CO, [NH4+], [OH-], CCOC(=O)c1csc(-n2nc(C(F)(F)F)cc2-c2ccco2)n1. The product is NC(=O)c1csc(-n2nc(C(F)(F)F)cc2-c2ccco2)n1. RXN SMILES: [CH2:27]1[O:28][CH2:29][CH2:30][CH2:31]1.[CH3:32][OH:33].[NH4+:25].[OH-:26].[o:1]1[c:2](-[c:6]2[cH:7][c:8]([C:21]([F:22])([F:23])[F:24])[n:9][n:10]2-[c:11]2[s:12][cH:13][c:14]([C:16]([O:18][CH2:17][CH3:19])=[O:20])[n:15]2)[cH:3][cH:4][cH:5]1>>[o:1]1[c:2](-[c:6]2[cH:7][c:8]([C:21]([F:22])([F:23])[F:24])[n:9][n:10]2-[c:11]2[s:12][cH:13][c:14]([C:16](=[O:18])[NH2:25])[n:15]2)[cH:3][cH:4][cH:5]1. Starting materials: molar solution, CC(C)C[AlH]CC(C)C (DIBAL-H), Cl (HCl), BrC1=CC=2N(C=C1)C=C(N2)C(=O)OCC (ethyl 7-bromoimidazo[1,2-a]pyridine-2-carboxylate), [OH-].[Na+] (sodium hydroxide). Solvent: C1(=CC=CC=C1)C (toluene), O (water), CO (methanol), ClCCl (dichloromethane). Conditions: temperature -19 celsius. The product is BrC1=CC=2N(C=C1)C=C(N2)CO ((7-Bromoimidazo[1,2-a]pyrid-2yl)methanol). The yield is 52.1%. Reaction SMILES: [Br:1][C:2]1[CH:7]=[CH:6][N:5]2[CH:8]=[C:9]([C:11](OCC)=[O:12])[N:10]=[C:4]2[CH:3]=1.CC(C[AlH]CC(C)C)C.Cl.[OH-].[Na+]>ClCCl.C1(C)C=CC=CC=1.O.CO>[Br:1][C:2]1[CH:7]=[CH:6][N:5]2[CH:8]=[C:9]([CH2:11][OH:12])[N:10]=[C:4]2[CH:3]=1 |f:3.4|. Procedure: To a suspension of 0.25 g (0.93 mmol) of ethyl 7-bromoimidazo[1,2-a]pyridine-2-carboxylate, prepared according to the protocol described in step 8.1, in 4 mL of anhydrous dichloromethane, stirred at −19° C. under an inert atmosphere, are added dropwise 2.09 mL (2.09 mmol) of a molar solution of DIBAL-H in toluene. The reaction mixture is stirred at −19° C. for 3 hours and then hydrolysed at −40° C. by successive addition of 0.1 mL of methanol, 0.1 mL of water and 10 mL of 5N HCl. The reaction mi... The reactants are C1OC23[C@]4(C)[C@@H](CC2(OCCO3)OC1)[C@@H]1C[C@@H](C3CCCC[C@]3(C)[C@H]1CC4)CCO (17,17-bis(ethylendioxy)-6α-(2-hydroxyethyl)androstane), C=C1C[C@H]2[C@@H]3CCC([C@@]3(C)CC[C@@H]2[C@]2(CCC(CC12)=O)C)=O (6-methyleneandrostane-3,17-dione). Yields the product OCC[C@H]1C[C@H]2[C@@H]3CCC([C@@]3(C)CC[C@@H]2[C@]2(CCC(CC12)=O)C)=O (6α-(2-Hydroxyethyl)androstane-3,17-dione). Yield: 100.0%. As a reaction SMILES: [CH2:1]1COC23OCCOC2([C@]2(CC[C@H]4[C@@H](C[C@H](CCO)C5[C@]4(C)CCCC5)[C@@H]2C3)C)[O:2]1.[CH2:31]=[C:32]1[CH:49]2[C@:44]([CH3:51])([CH2:45][CH2:46][C:47](=[O:50])[CH2:48]2)[C@@H:43]2[C@H:34]([C@H:35]3[C@@:39]([CH2:41][CH2:42]2)([CH3:40])[C:38](=[O:52])[CH2:37][CH2:36]3)[CH2:33]1>>[OH:2][CH2:1][CH2:31][C@@H:32]1[CH:49]2[C@:44]([CH3:51])([CH2:45][CH2:46][C:47](=[O:50])[CH2:48]2)[C@@H:43]2[C@H:34]([C@H:35]3[C@@:39]([CH2:41][CH2:42]2)([CH3:40])[C:38](=[O:52])[CH2:37][CH2:36]3)[CH2:33]1. Procedure details: The title compound II-an was prepared in 100% yield from 3,3:17,17-bis(ethylendioxy)-6α-(2-hydroxyethyl)androstane by the procedure described above for the preparation of 6-methyleneandrostane-3,17-dione (II-ac, Prepn. 13). The combined organic extracts were washed with H2O, dried over Na2SO4 and evaporated to dryness. 1H-NMR (300 MHz, DMSO-d6, ppm from TMS): δ 4.32 (1H, t), 3.39 (2H, m), 2.46-0.54 (23H, m), 0.98 (3H, s), 0.79 (3H, s). Starting materials: COc1cccc(O)c1, FC(F)(F)c1ccc(-c2cc(Cl)ncn2)cc1, [H-], [Na+], CN(C)C=O. Yields the product COc1cccc(Oc2cc(-c3ccc(C(F)(F)F)cc3)ncn2)c1. Reaction SMILES: [CH3:18][O:19][c:20]1[cH:21][cH:22][cH:23][c:24]([OH:25])[cH:26]1.[Cl:1][c:2]1[n:3][cH:4][n:5][c:6](-[c:8]2[cH:9][cH:10][c:11]([C:14]([F:15])([F:16])[F:17])[cH:12][cH:13]2)[cH:7]1.[H-:28].[Na+:27].[O:29]=[CH:30][N:31]([CH3:32])[CH3:33]>>[c:2]1([O:25][c:24]2[cH:23][cH:22][cH:21][c:20]([O:19][CH3:18])[cH:26]2)[n:3][cH:4][n:5][c:6](-[c:8]2[cH:9][cH:10][c:11]([C:14]([F:15])([F:16])[F:17])[cH:12][cH:13]2)[cH:7]1. Reactants: NC1=NC=C(N=C1Br)Cl (2-amino-3-bromo-5-chloropyrazine), [Na] (Sodium), CO (methanol), O (water). The product is NC1=NC=C(N=C1OC)Cl (2-amino-5-chloro-3-methoxypyrazine). As a reaction SMILES: [Na].[NH2:2][C:3]1[C:8](Br)=[N:7][C:6]([Cl:10])=[CH:5][N:4]=1.[OH2:11].[CH3:12]O>>[NH2:2][C:3]1[C:8]([O:11][CH3:12])=[N:7][C:6]([Cl:10])=[CH:5][N:4]=1 |^1:0|. Reported procedure: Sodium (2.82 g) was dissolved in dry methanol (50 ml) under argon and 2-amino-3-bromo-5-chloropyrazine (1.68 g) was added in small portions with stirring. The stirred solution was heated at reflux under an atmosphere of argon for 4 hours. The solution was allowed to cool to ambient temperature and water (10 ml) was added. Volatile material was removed by evaporation and water (10 ml) was added to the residue. The mixture was extracted with dichloromethane (3×50 ml) and the combined extracts were...